The task is: describe an organic reaction: reactants, conditions, products, and yield. This data is from the Open Reaction Database (ORD), a public repository of structured organic reaction records. The reactants are N1=C(Cl)N=C(Cl)N=C1Cl (Cyanuric chloride), [OH-].[Na+] (NaOH), [Eu+3].C(=O)(O)C=1C(=C(OC1C)C1=CC(=NC(=C1)C(=O)O)CN1CCN(CCN(CC1)CC1=NC(=CC(=C1)C=1OC(=C(C1C)C(=O)O)C)C(=O)O)CC1(NC=CC(=C1)C=1OC(=C(C1C)C(=O)NCCCCN)C)C(=O)O)C (2-{4,7-bis{[4-(4-carboxy-3,5-dimethylfuran-2-yl)]-6-carboxypyridin-2-ylmethyl}-1,4,7-triazacyclononan-1-ylmethyl}-4-[4-(4-aminobutyl)aminocarbonyl-3,5-dimethylfuran-2-yl]pyridine-2-carboxylic acid europium(III)), O (water). The solvent is CC(=O)C (acetone), CC(=O)O[Na] (CH3COONa). Run at time 20 minute. Product: [Eu+3].C(=O)(O)C=1C(=C(OC1C)C1=CC(=NC(=C1)C(=O)O)CN1CCN(CCN(CC1)CC1=NC(=CC(=C1)C=1OC(=C(C1C)C(=O)O)C)C(=O)O)CC1(NC=CC(=C1)C=1OC(=C(C1C)C(=O)NCCCCNC1=NC(=NC(=N1)Cl)Cl)C)C(=O)O)C (2-{4,7-bis{[4-(4-carboxy-3,5-dimethylfuran-2-yl)]-6-carboxypyridin-2-ylmethyl}-1,4,7-triazacyclononan-1-ylmethyl}-4-{4-[4-(4,6-dichloro-1,3,5-triazinyl)aminobutyl]aminocarbonyl-3,5-dimethylfuran-2-yl}pyridine-2-carboxylic acid europium(III)). Reaction SMILES: [Eu+3:1].[C:2]([C:5]1[C:6]([CH3:75])=[C:7]([C:11]2[CH:16]=[C:15]([C:17]([OH:19])=[O:18])[N:14]=[C:13]([CH2:20][N:21]3[CH2:29][CH2:28][N:27]([CH2:30][C:31]4[CH:36]=[C:35]([C:37]5[O:38][C:39]([CH3:46])=[C:40]([C:43]([OH:45])=[O:44])[C:41]=5[CH3:42])[CH:34]=[C:33]([C:47]([OH:49])=[O:48])[N:32]=4)[CH2:26][CH2:25][N:24]([CH2:50][C:51]4([C:72]([OH:74])=[O:73])[CH:56]=[C:55]([C:57]5[O:58][C:59]([CH3:71])=[C:60]([C:63]([NH:65][CH2:66][CH2:67][CH2:68][CH2:69][NH2:70])=[O:64])[C:61]=5[CH3:62])[CH:54]=[CH:53][NH:52]4)[CH2:23][CH2:22]3)[CH:12]=2)[O:8][C:9]=1[CH3:10])([OH:4])=[O:3].[N:76]1[C:83]([Cl:84])=[N:82][C:80](Cl)=[N:79][C:77]=1[Cl:78].O.[OH-].[Na+]>CC(O[Na])=O.CC(C)=O>[Eu+3:1].[C:2]([C:5]1[C:6]([CH3:75])=[C:7]([C:11]2[CH:16]=[C:15]([C:17]([OH:19])=[O:18])[N:14]=[C:13]([CH2:20][N:21]3[CH2:29][CH2:28][N:27]([CH2:30][C:31]4[CH:36]=[C:35]([C:37]5[O:38][C:39]([CH3:46])=[C:40]([C:43]([OH:45])=[O:44])[C:41]=5[CH3:42])[CH:34]=[C:33]([C:47]([OH:49])=[O:48])[N:32]=4)[CH2:26][CH2:25][N:24]([CH2:50][C:51]4([C:72]([OH:74])=[O:73])[CH:56]=[C:55]([C:57]5[O:58][C:59]([CH3:71])=[C:60]([C:63]([NH:65][CH2:66][CH2:67][CH2:68][CH2:69][NH:70][C:80]6[N:82]=[C:83]([Cl:84])[N:76]=[C:77]([Cl:78])[N:79]=6)=[O:64])[C:61]=5[CH3:62])[CH:54]=[CH:53][NH:52]4)[CH2:23][CH2:22]3)[CH:12]=2)[O:8][C:9]=1[CH3:10])([OH:4])=[O:3] |f:0.1,4.5,8.9|. Reported procedure: Compound 23 (4.5 mg, 3.9 μmol) was dissolved in 1 mL of 0.1M CH3COONa (pH 6.5). Cyanuric chloride (0.8 mg, 4.2 mmol) was dissolved in acetone (1 mL) and 0.3 mL water was added. The solutions were combined, the pH was adjusted to 6.5 with 0.1 M NaOH-solution and the mixture was stirred for 20 min at r.t. The product was precipitated by adjusting the pH to 3 with 1 M HCl. The precipitate was washed twice with 2 mL of acetone and dried in a vacuum desiccator. The reactants are C(#N)C1=CC=C(CN2C=NC=C2CNCCCCC)C=C1 (1-(4-cyanobenzyl)-5-(n-pentylaminomethyl)imidazole), [H-].[Na+] (NaH), ClC=1C=C(C=CC1)N=C=O (3-Chlorophenylisocyanate). Run in CN(C)C=O (DMF). Run at time 3 hour. Product: Cl.ClC=1C=C(C=CC1)NC(=O)N(CCCCC)CC1=CN=CN1CC1=CC=C(C=C1)C#N (N-(3-chlorophenyl)--N'-[1-(4-cyanobenzyl)-5-imidazolylmethyl]--N'-(n-pentyl)urea hydrochloride). As a reaction SMILES: [C:1]([C:3]1[CH:21]=[CH:20][C:6]([CH2:7][N:8]2[C:12]([CH2:13][NH:14][CH2:15][CH2:16][CH2:17][CH2:18][CH3:19])=[CH:11][N:10]=[CH:9]2)=[CH:5][CH:4]=1)#[N:2].[H-].[Na+].[Cl:24][C:25]1[CH:26]=[C:27]([N:31]=[C:32]=[O:33])[CH:28]=[CH:29][CH:30]=1>CN(C=O)C>[ClH:24].[Cl:24][C:25]1[CH:26]=[C:27]([NH:31][C:32]([N:14]([CH2:13][C:12]2[N:8]([CH2:7][C:6]3[CH:20]=[CH:21][C:3]([C:1]#[N:2])=[CH:4][CH:5]=3)[CH:9]=[N:10][CH:11]=2)[CH2:15][CH2:16][CH2:17][CH2:18][CH3:19])=[O:33])[CH:28]=[CH:29][CH:30]=1 |f:1.2,5.6|. Procedure details: To a solution of the amine 7 (prepared above) in 2 mL of dry DMF at 0° C. was added NaH (37 mg, 60% dispersion in mineral oil). The solution was warmed to room temperature for 10 minutes, then recooled to 0° C. 3-Chlorophenylisocyanate (0.084 mL) was added dropwise, and the cooling bath was removed. After three hours, the reaction was poured into EtOAc/hexane (2:1) and water, washed with sat. aq. NaHCO3 and brine, dried (Na2SO4), filtered, and concentrated in vacuo to provide the crude urea 1 as... The reactants are COC(=O)NN=C(C)C=1OC(=CC1)[N+](=O)[O-] (5-nitro-2-acetylfuran-methoxycarbonylhydrazone), C(C)O (ethanol), C1(=CC=CC=C1)NN (phenylhydrazine), C(C)(=O)O (acetic acid). Yields the product [N+](=O)([O-])C1=CC=C(O1)C1=NN(C=C1C=O)C1=CC=CC=C1 (3-(5-nitro-2-furyl)-1-phenylpyrazole-4-carboxaldehyde). RXN SMILES: CO[C:3]([NH:5][N:6]=[C:7]([C:9]1[O:10][C:11]([N+:14]([O-:16])=[O:15])=[CH:12][CH:13]=1)[CH3:8])=O.[C:17]1(NN)C=[CH:21][CH:20]=[CH:19][CH:18]=1.[C:25](O)(=[O:27])C.[CH2:29](O)C>>[N+:14]([C:11]1[O:10][C:9]([C:7]2[C:8]([CH:25]=[O:27])=[CH:29][N:5]([C:3]3[CH:21]=[CH:20][CH:19]=[CH:18][CH:17]=3)[N:6]=2)=[CH:13][CH:12]=1)([O-:16])=[O:15]. Procedure details: boiling 5-nitro-2-acetylfuran-methoxycarbonylhydrazone with 1.5 moles of phenylhydrazine and 0.1 mole of glacial acetic acid in ethanol for 3 hours under reflux. Starting materials: ClC=1C=C(C=CC1Cl)O (3,4-dichlorophenol), O (water), C(=O)=O (carbon dioxide), ClS(=O)(=O)N=C=O (chlorosulfonyl isocyanate). Run in C1(=CC=CC=C1)C (toluene). Yields the product ClC=1C=C(C=CC1Cl)OS(N)(=O)=O (Sulfamic acid (3,4-dichlorophenyl)ester). Isolated yield 82.2%. RXN SMILES: [Cl:1][C:2]1[CH:3]=[C:4]([OH:9])[CH:5]=[CH:6][C:7]=1[Cl:8].Cl[S:11]([N:14]=C=O)(=[O:13])=[O:12].O.C(=O)=O>C1(C)C=CC=CC=1>[Cl:1][C:2]1[CH:3]=[C:4]([O:9][S:11](=[O:13])(=[O:12])[NH2:14])[CH:5]=[CH:6][C:7]=1[Cl:8]. Procedure details: A solution of 16.3 g (0.1 mole) of 3,4-dichlorophenol in 100 ml of toluene was heated at reflux utilizing a Dean-Stark trap to remove any water that may have been present. The solution was cooled in an ice bath, treated with 9.1 ml (14.8 g, 0.105 mole) of chlorosulfonyl isocyanate, and heated at reflux overnight. The solution was cooled in an ice bath, vigorously stirred, and treated dropwise with water until carbon dioxide evolution ceased. The solid which precipitated was collected by filtrati... The reactants are CC1CN(c2ccc(C#N)c(C(F)(F)F)c2)C(C)CN1C(=O)Nc1ccc([N+](=O)[O-])cc1, CO, [Cl-], [Fe], [NH4+], O. The product is CC1CN(c2ccc(C#N)c(C(F)(F)F)c2)C(C)CN1C(=O)Nc1ccc(N)cc1. Reaction SMILES: [C:1](#[N:2])[c:3]1[c:4]([C:29]([F:30])([F:31])[F:32])[cH:5][c:6]([N:9]2[CH2:10][CH:11]([CH3:28])[N:12]([C:16](=[O:17])[NH:18][c:19]3[cH:20][cH:21][c:22]([N+:25]([O-:26])=[O:27])[cH:23][cH:24]3)[CH2:13][CH:14]2[CH3:15])[cH:7][cH:8]1.[CH3:36][OH:37].[Cl-:34].[Fe:38].[NH4+:35].[OH2:33]>>[C:1](#[N:2])[c:3]1[c:4]([C:29]([F:30])([F:31])[F:32])[cH:5][c:6]([N:9]2[CH2:10][CH:11]([CH3:28])[N:12]([C:16](=[O:17])[NH:18][c:19]3[cH:20][cH:21][c:22]([NH2:25])[cH:23][cH:24]3)[CH2:13][CH:14]2[CH3:15])[cH:7][cH:8]1. The reactants are ClC1=NC=C(C(=N1)Cl)F (2,4-dichloro-5-fluoropyrimidine), C(C)OC(=O)C1CCN(CC1)C(=O)C=1C=C(N)C=CC1 (3-[[4-(ethoxycarbonyl)piperidino]carbonyl]aniline). Yields the product ClC1=NC=C(C(=N1)NC1=CC(=CC=C1)C(=O)N1CCC(CC1)C(=O)OCC)F (2-chloro-N4-[3-[[4-(ethoxycarbonyl)piperidino]carbonyl]phenyl]-5-fluoro-4-pyrimidineamine). As a reaction SMILES: [Cl:1][C:2]1[N:7]=[C:6](Cl)[C:5]([F:9])=[CH:4][N:3]=1.[CH2:10]([O:12][C:13]([CH:15]1[CH2:20][CH2:19][N:18]([C:21]([C:23]2[CH:24]=[C:25]([CH:27]=[CH:28][CH:29]=2)[NH2:26])=[O:22])[CH2:17][CH2:16]1)=[O:14])[CH3:11]>>[Cl:1][C:2]1[N:7]=[C:6]([NH:26][C:25]2[CH:27]=[CH:28][CH:29]=[C:23]([C:21]([N:18]3[CH2:17][CH2:16][CH:15]([C:13]([O:12][CH2:10][CH3:11])=[O:14])[CH2:20][CH2:19]3)=[O:22])[CH:24]=2)[C:5]([F:9])=[CH:4][N:3]=1. Reported procedure: In a like manner to the preparation of 2-chloro-N4-(3,4-ethylenedioxyphenyl)-5-fluoro-4-pyrimidineamine, 2,4-dichloro-5-fluoropyrimidine and 3-[[4-(ethoxycarbonyl)piperidino]carbonyl]aniline were reacted to provide 2-chloro-N4-[3-[[4-(ethoxycarbonyl)piperidino]carbonyl]phenyl]-5-fluoro-4-pyrimidineamine. LCMS: purity: 96%; MS (m/e): 407(M+). The reactants are COC(=O)C(C)(C)COc1ccccc1, CO, O=S(=O)(O)Cl, ClCCl. The product is COC(=O)C(C)(C)COc1ccc(S(=O)(=O)Cl)cc1. RXN SMILES: [CH3:1][C:2]([C:3](=[O:4])[O:5][CH3:6])([CH2:7][O:8][c:9]1[cH:10][cH:11][cH:12][cH:13][cH:14]1)[CH3:15].[CH3:24][OH:25].[Cl:16][S:17](=[O:18])(=[O:19])[OH:20].[Cl:21][CH2:22][Cl:23]>>[CH3:1][C:2]([C:3](=[O:4])[O:5][CH3:6])([CH2:7][O:8][c:9]1[cH:10][cH:11][c:12]([S:17]([Cl:16])(=[O:18])=[O:19])[cH:13][cH:14]1)[CH3:15]. Reactants: O1COC2=C1C=CC(=C2)S(=O)(=O)N(C[C@H]([C@H](CC2=CC=C(C=C2)O)NC(O[C@H]2CO[C@H]1OCC[C@H]12)=O)O)CC(C)C ((3R,3aS,6aR)-hexahydrofuro[2,3-b]furan-3-yl (1S,2R)-3-[(1,3-benzodioxol-5-ylsulfonyl)(isobutyl)amino]-2-hydroxy-1-(4-hydroxybenzyl)propylcarbamate), ClC1=NC=C(C=C1)C#N (2-chloro-5-cyanopyridine), C([O-])([O-])=O.[Cs+].[Cs+] (cesium carbonate). Run in CN(C=O)C (dimethyl formamide), C(C)(=O)OCC (ethyl acetate). Reaction conditions: time 5 hour. The product is O1COC2=C1C=CC(=C2)S(=O)(=O)N(C[C@H]([C@H](CC2=CC=C(C=C2)OC2=NC=C(C=C2)C#N)NC(O[C@H]2CO[C@H]1OCC[C@H]12)=O)O)CC(C)C ((3R,3aS,6aR)-hexahydrofuro[2,3-b]furan-3-yl (1S,2R)-3-[(1,3-benzodioxol-5-ylsulfonyl)(isobutyl)amino]-1-{4-[(5-cyano-2-pyridinyl)oxy]benzyl}-2-hydroxypropylcarbamate). The yield is 23.0%. RXN SMILES: [O:1]1[C:5]2[CH:6]=[CH:7][C:8]([S:10]([N:13]([CH2:38][CH:39]([CH3:41])[CH3:40])[CH2:14][C@@H:15]([OH:37])[C@@H:16]([NH:25][C:26](=[O:36])[O:27][C@@H:28]3[C@H:35]4[C@H:31]([O:32][CH2:33][CH2:34]4)[O:30][CH2:29]3)[CH2:17][C:18]3[CH:23]=[CH:22][C:21]([OH:24])=[CH:20][CH:19]=3)(=[O:12])=[O:11])=[CH:9][C:4]=2[O:3][CH2:2]1.Cl[C:43]1[CH:48]=[CH:47][C:46]([C:49]#[N:50])=[CH:45][N:44]=1.C(=O)([O-])[O-].[Cs+].[Cs+]>CN(C)C=O.C(OCC)(=O)C>[O:1]1[C:5]2[CH:6]=[CH:7][C:8]([S:10]([N:13]([CH2:38][CH:39]([CH3:41])[CH3:40])[CH2:14][C@@H:15]([OH:37])[C@@H:16]([NH:25][C:26](=[O:36])[O:27][C@@H:28]3[C@H:35]4[C@H:31]([O:32][CH2:33][CH2:34]4)[O:30][CH2:29]3)[CH2:17][C:18]3[CH:23]=[CH:22][C:21]([O:24][C:43]4[CH:48]=[CH:47][C:46]([C:49]#[N:50])=[CH:45][N:44]=4)=[CH:20][CH:19]=3)(=[O:12])=[O:11])=[CH:9][C:4]=2[O:3][CH2:2]1 |f:2.3.4|. Reported procedure: A mixture of 59 mg (0.1 mMol) of (3R,3aS,6aR)-hexahydrofuro[2,3-b]furan-3-yl (1S,2R)-3-[(1,3-benzodioxol-5-ylsulfonyl)(isobutyl)amino]-2-hydroxy-1-(4-hydroxybenzyl)propylcarbamate, 120 mg of 2-chloro-5-cyanopyridine and 65 mg (0.2 mMol) of cesium carbonate in 0.5 mL of dimethyl formamide was stirred at rt for 5 h. The mixture was diluted with ethyl acetate and extracted with water. Evaporation of the solvent and chromatography on silica gel (1:1 ethyl acetate-hexanes) gave the title compound (16... The reactants are COC1=C(C=C(C=C1)C1=CC=C(C=C1)C(=O)OCC)C1=CC(=CC=C1)[N+](=O)[O-] (4′-methoxy-3′-(3-nitrophenyl)-[1,1′-biphenyl]-4-carboxylic acid, ethyl ester), C[NH+](C)C (trimethylammonium), [Cl-].[NH4+] (ammonium choride). The solvent is C1(=CC=CC=C1)C (toluene), C1(=CC=CC=C1)C (toluene), C1(=CC=CC=C1)C (toluene). Reaction conditions: temperature 20 celsius, time 2 hour. The product is COC1=C(C=C(C=C1)C1=CC=C(C=C1)C(=O)N)C1=CC(=CC=C1)[N+](=O)[O-] (4′-methoxy-3′-(3-nitrophenyl)-[1,1′-biphenyl]-4-carboxamide). Reaction SMILES: C[NH+:2](C)C.[Cl-].[NH4+].[CH3:7][O:8][C:9]1[CH:14]=[CH:13][C:12]([C:15]2[CH:20]=[CH:19][C:18]([C:21]([O:23]CC)=O)=[CH:17][CH:16]=2)=[CH:11][C:10]=1[C:26]1[CH:31]=[CH:30][CH:29]=[C:28]([N+:32]([O-:34])=[O:33])[CH:27]=1>C1(C)C=CC=CC=1>[CH3:7][O:8][C:9]1[CH:14]=[CH:13][C:12]([C:15]2[CH:16]=[CH:17][C:18]([C:21]([NH2:2])=[O:23])=[CH:19][CH:20]=2)=[CH:11][C:10]=1[C:26]1[CH:31]=[CH:30][CH:29]=[C:28]([N+:32]([O-:34])=[O:33])[CH:27]=1 |f:1.2|. Procedure details: A solution of trimethylammonium in toluene (10 mL of 2.0 M) is added over 30 minutes to a stirred suspension of ammonium choride (1.07 g, 20 mmol) in toluene (20 mL) at 5° C. under an argon atmosphere. The mixture is stirred at 20° C. for 2 h, treated with a solution of 4′-methoxy-3′-(3-nitrophenyl)-[1,1′-biphenyl]-4-carboxylic acid, ethyl ester (1.65 g, 4.3 mmol) in toluene (40 mL) and stirred at 60° C. for 18 h. The cooled mixture is washed with hydrochloric acid (50 mL of 0.5 M) followed by s...